Dataset: the Open Reaction Database (ORD), a public repository of structured organic reaction records. Task: describe an organic reaction: reactants, conditions, products, and yield The reactants are ONC(CCCCC)=N (N-hydroxy hexanimidamide), ONC(CCCCC)=N (N-hydroxy hexanimidamide), COC=1C=C(C=CC1OC)C=CC(=O)O (3-(3,4-dimethoxy-phenyl)-acrylic acid), compound, 1,1-carbonyldiimidazole. Run in C1(=CC=CC=C1)C (toluene), C1(=CC=CC=C1)C (toluene), C1(=CC=CC=C1)C (toluene). Conditions: time 75 minute. The product is COC=1C=C(C=CC1OC)C=CC1=NC(=NO1)CCCCC (5-[2-(3,4-Dimethoxy-phenyl)-vinyl]-3-pentyl-[1,2,4]oxadiazole). As a reaction SMILES: [CH3:1][O:2][C:3]1[CH:4]=[C:5]([CH:11]=[CH:12][C:13]([OH:15])=O)[CH:6]=[CH:7][C:8]=1[O:9][CH3:10].O[NH:17][C:18](=[NH:24])[CH2:19][CH2:20][CH2:21][CH2:22][CH3:23]>C1(C)C=CC=CC=1>[CH3:1][O:2][C:3]1[CH:4]=[C:5]([CH:11]=[CH:12][C:13]2[O:15][N:24]=[C:18]([CH2:19][CH2:20][CH2:21][CH2:22][CH3:23])[N:17]=2)[CH:6]=[CH:7][C:8]=1[O:9][CH3:10]. Procedure: To a solution of 0.70 g (3.39 mmol) of 3-(3,4-dimethoxy-phenyl)-acrylic acid (compound of Example 2; Step 1) in 6 mL of toluene, 0.59 g (3.69 mmol) of 1,1-carbonyldiimidazole was added in portions at 25° C. to 30° C. under an inert atmosphere. To the thickened reaction mixture, 5 mL of toluene was added and the resulting mixture was stirred at 25° C. to 30° C. for 60 to 90 min. A solution of N-hydroxy-hexanimidamide (compound of Example 38; 0.9 g, 6.9 mmol) diluted with 5 mL of toluene was added...